Dataset: the Open Reaction Database (ORD), a public repository of structured organic reaction records. Task: describe an organic reaction: reactants, conditions, products, and yield Starting materials: Nc1ccccc1Cl, ClC(Cl)Cl, Cc1cccc(N)c1C(=O)O, O=S(Cl)Cl, c1ccccc1. Yields the product Cc1cccc(N)c1C(=O)Nc1ccccc1Cl. Reaction SMILES: [Cl:16][c:17]1[c:18]([NH2:19])[cH:20][cH:21][cH:22][cH:23]1.[Cl:24][CH:25]([Cl:26])[Cl:27].[NH2:1][c:2]1[c:3]([C:4](=[O:5])[OH:6])[c:7]([CH3:11])[cH:8][cH:9][cH:10]1.[S:12]([Cl:13])([Cl:14])=[O:15].[cH:28]1[cH:29][cH:30][cH:31][cH:32][cH:33]1>>[NH2:1][c:2]1[c:3]([C:4](=[O:6])[NH:19][c:18]2[c:17]([Cl:16])[cH:23][cH:22][cH:21][cH:20]2)[c:7]([CH3:11])[cH:8][cH:9][cH:10]1. Reactants: ClC1=C(C=O)C=CC=C1Cl (2,3-dichlorobenzaldehyde), 3-nitrooxy-2,2-bis(nitrooxymethyl)propyl ester, C(CC(=O)C)(=O)O (acetoacetic acid), N\C(=C/C(=O)OCCN(C)CC1=CC=CC=C1)\C (2-(N-benzyl-N-methylamino)ethyl 3-aminocrotonate). Solvent: C(C)(C)(C)O (tert-butyl alcohol). Conditions: temperature 25 celsius. Product: 3-nitrooxy-2,2-bis(nitrooxymethyl)propyl ester, Cl.C(C1=CC=CC=C1)N(C)CCOC(=O)C=1C(C(=C(NC1C)C)C(=O)O)C1=C(C(=CC=C1)Cl)Cl (5-[2-(N-benzyl-N-methylamino)ethoxycarbonyl]-4-(2,3-dichlorophenyl)-2,6-dimethyl-1,4-dihydropyridine-3-carboxylic acid hydrochloride). The yield is 38.0%. Reaction SMILES: [Cl:1][C:2]1[C:9]([Cl:10])=[CH:8][CH:7]=[CH:6][C:3]=1[CH:4]=O.[C:11]([OH:17])(=[O:16])[CH2:12][C:13]([CH3:15])=O.[NH2:18]/[C:19](/[CH3:35])=[CH:20]\[C:21]([O:23][CH2:24][CH2:25][N:26]([CH2:28][C:29]1[CH:34]=[CH:33][CH:32]=[CH:31][CH:30]=1)[CH3:27])=[O:22]>C(O)(C)(C)C>[ClH:1].[CH2:28]([N:26]([CH2:25][CH2:24][O:23][C:21]([C:20]1[CH:4]([C:3]2[CH:6]=[CH:7][CH:8]=[C:9]([Cl:10])[C:2]=2[Cl:1])[C:12]([C:11]([OH:17])=[O:16])=[C:13]([CH3:15])[NH:18][C:19]=1[CH3:35])=[O:22])[CH3:27])[C:29]1[CH:30]=[CH:31][CH:32]=[CH:33][CH:34]=1 |f:4.5|. Procedure details: A solution of 2,3-dichlorobenzaldehyde (0.70 g), 3-nitrooxy-2,2-bis(nitrooxymethyl)propyl ester of acetoacetic acid (1.42 g) and 2-(N-benzyl-N-methylamino)ethyl 3-aminocrotonate (0.99 g) in tert-butyl alcohol (3 ml) was heated for 2 hours at 60° C. and then refluxed for additional 5.5 hours. The resulting mixture was cooled to 25° C. and concentrated under reduced pressure. The residue obtained was subjected to column chromatography on silica gel (54 g) and eluted with a mixture of chloroform an... Reactants: COC=1C=C(C=CC1OC)C=CC(=O)C1=CC=C(C=C1)OCC(CN1CCN(CC1)C1=CC=CC=C1)O (3,4-Dimethoxy-4′-[2-hydroxy-3-(4-phenylpiperazin-1-yl)-propoxy]-chalcone). Solvent: CO (methanol). Product: OC(COC1=CC=C(C(C=CC2=CC=C(C=C2)OC)=O)C=C1)CN1CCN(CC1)C1=CC=CC=C1 (4′-[2-Hydroxy-3-(4-phenylpiperazin-1-yl)-propoxy]-4-methoxy-chalcone), O1C(COC2=CC=C(C(C=CC3=CC=C(C=C3)OC)=O)C=C2)C1 (4′-(2,3-Epoxy-propoxy)-4-methoxy-chalcone), C1(=CC=CC=C1)N1CCNCC1 (1-phenyl piperazine). As a reaction SMILES: CO[C:3]1[CH:4]=[C:5]([CH:11]=[CH:12][C:13]([C:15]2[CH:20]=[CH:19][C:18]([O:21][CH2:22][CH:23]([OH:37])[CH2:24][N:25]3[CH2:30][CH2:29][N:28]([C:31]4[CH:36]=[CH:35][CH:34]=[CH:33][CH:32]=4)[CH2:27][CH2:26]3)=[CH:17][CH:16]=2)=[O:14])[CH:6]=[CH:7][C:8]=1[O:9][CH3:10]>CO>[OH:37][CH:23]([CH2:24][N:25]1[CH2:26][CH2:27][N:28]([C:31]2[CH:32]=[CH:33][CH:34]=[CH:35][CH:36]=2)[CH2:29][CH2:30]1)[CH2:22][O:21][C:18]1[CH:17]=[CH:16][C:15]([C:13](=[O:14])[CH:12]=[CH:11][C:5]2[CH:4]=[CH:3][C:8]([O:9][CH3:10])=[CH:7][CH:6]=2)=[CH:20][CH:19]=1.[O:37]1[CH2:24][CH:23]1[CH2:22][O:21][C:18]1[CH:17]=[CH:16][C:15]([C:13](=[O:14])[CH:12]=[CH:11][C:5]2[CH:4]=[CH:3][C:8]([O:9][CH3:10])=[CH:7][CH:6]=2)=[CH:20][CH:19]=1.[C:31]1([N:28]2[CH2:29][CH2:30][NH:25][CH2:26][CH2:27]2)[CH:36]=[CH:35][CH:34]=[CH:33][CH:32]=1. Procedure: In a similar manner to the preparation of 18, compound 20 was obtained from 4′-(2,3-epoxy-propoxy)-4-methoxy-chalcone, 13 (1.3 g, 4.2 mmol) and 1-phenyl piperazine (0.64 mL, 4.2 mmol) in dry methanol (120 mL). Yield 1.4 g (70%); mp 165-167° C.; MS (FAB) 473 (M++1); IR (KBr) 3392, 1652; 1H NMR (200 MHz, CDCl3) δ 8.03 (d, J=8.8 Hz, 2H), 7.78 (d, J=15.6 Hz, 1H), 7.60 (d, J=8.6 Hz, 2H), 7.42 (d, J=15.5 Hz, 1H), 7.31-7.24 (m, 2H), 7.01 (d, J=8.7 Hz, 2H), 6.94 (d, J=8.7 Hz, 2H), 6.96-6.84 (m, 3H), 4.1... Reactants: C(C)(C)(C)C1CCC2(CC(CO2)=NO)CC1 (8-t-Butyl-1-oxaspiro(4,5)-decane-3-one oxime), [H-].[Al+3].[Li+].[H-].[H-].[H-] (lithium- aluminium hydride), S(=O)(=O)([O-])[O-].[Na+].[Na+] (sodium sulfate), [H-].[H-].[H-].[H-].[Li+].[Al+3] (LAH). The solvent is O1CCCC1 (tetrahydrofuran), O1CCCC1 (tetrahydrofuran). Product: NC1COC2(C1)CCC(CC2)C(C)(C)C (3-amino-8-t-butyl-1-oxaspiro(4,5)-decane). The yield is 76.6%. As a reaction SMILES: [C:1]([CH:5]1[CH2:16][CH2:15][C:8]2([O:12][CH2:11][C:10](=[N:13]O)[CH2:9]2)[CH2:7][CH2:6]1)([CH3:4])([CH3:3])[CH3:2].[H-].[Al+3].[Li+].[H-].[H-].[H-].S([O-])([O-])(=O)=O.[Na+].[Na+]>O1CCCC1>[NH2:13][CH:10]1[CH2:9][C:8]2([CH2:7][CH2:6][CH:5]([C:1]([CH3:4])([CH3:3])[CH3:2])[CH2:16][CH2:15]2)[O:12][CH2:11]1 |f:1.2.3.4.5.6,7.8.9|. Procedure: 8-t-Butyl-1-oxaspiro(4,5)-decane-3-one oxime (17.5 g, 76 mmol) in tetrahydrofuran (50 ml) was added to a solution of lithium- aluminium hydride (4.5 g, 0.125 mol) in tetrahydrofuran (100 ml). The reaction mixture was refluxed for 4 hours, cooled end excess LAH was hydrolysed by addition of saturated aqueous sodium sulfate. solids were filtered off washed with tetrahydrofuran and the solvent was stripped off in vacuo. Kugelrohr distillation of the resulting pale yellow oil (16.9 g) gave a colourl...